From a dataset of the Open Reaction Database (ORD), a public repository of structured organic reaction records. describe an organic reaction: reactants, conditions, products, and yield Starting materials: COC1=C(C=CC=C1CC=C)OC=1C(=CC=CC1)C (o-Tolyl 2-methoxy-3-allylphenyl ether), [OH-].[K+] (potassium hydroxide). Run in CO (methanol). Yields the product COC1=C(C=CC=C1C=CC)OC=1C(=CC=CC1)C (o-tolyl 2-methoxy-3-(1-propenyl)phenyl ether). The yield is 100.0%. RXN SMILES: [CH3:1][O:2][C:3]1[C:8]([CH2:9][CH:10]=[CH2:11])=[CH:7][CH:6]=[CH:5][C:4]=1[O:12][C:13]1[C:14]([CH3:19])=[CH:15][CH:16]=[CH:17][CH:18]=1.[OH-].[K+]>CO>[CH3:1][O:2][C:3]1[C:8]([CH:9]=[CH:10][CH3:11])=[CH:7][CH:6]=[CH:5][C:4]=1[O:12][C:13]1[C:14]([CH3:19])=[CH:15][CH:16]=[CH:17][CH:18]=1 |f:1.2|. Reported procedure: o-Tolyl 2-methoxy-3-allylphenyl ether (30 g) and a solution of potassium hydroxide (40 g) in methanol (150 ml) were treated in a similar manner to that of Example 4-(2) to give oily o-tolyl 2-methoxy-3-(1-propenyl)phenyl ether (30 g). The reactants are N1=C(C=CC=C1)C(=O)O (2-picolinic acid), N,N'-carbonyldiimidazole, NCCN1C=C(C2=CC=CC=C12)CC=1NC=CN1 (1-(2-Aminoethyl)-3-(1-imidazolylmethyl) indole). The solvent is O1CCOCC1 (dioxan), O1CCOCC1 (dioxan). Product: N1=C(C=CC=C1)C(=O)NCCN1C=C(C2=CC=CC=C12)CC=1NC=CN1 (1-[2-(2-picolinoylamino) ethyl]-3-(1-imidazolylmethyl)indole). The yield is 29.0%. Reaction SMILES: [N:1]1[CH:6]=[CH:5][CH:4]=[CH:3][C:2]=1[C:7]([OH:9])=O.[NH2:10][CH2:11][CH2:12][N:13]1[C:21]2[C:16](=[CH:17][CH:18]=[CH:19][CH:20]=2)[C:15]([CH2:22][C:23]2[NH:24][CH:25]=[CH:26][N:27]=2)=[CH:14]1>O1CCOCC1>[N:1]1[CH:6]=[CH:5][CH:4]=[CH:3][C:2]=1[C:7]([NH:10][CH2:11][CH2:12][N:13]1[C:21]2[C:16](=[CH:17][CH:18]=[CH:19][CH:20]=2)[C:15]([CH2:22][C:23]2[NH:27][CH:26]=[CH:25][N:24]=2)=[CH:14]1)=[O:9]. Reported procedure: A mixture of 2-picolinic acid (0.25 g) and N,N'-carbonyldiimidazole (0.33 g) was heated on a steam bath for 30 minutes in dioxan (10 ml) to give a clear solution. 1-(2-Aminoethyl)-3-(1-imidazolylmethyl) indole (0.48 g) in dioxan (2 ml) was added and the solution was heated on a steam bath for 1 hour and then evaporated. The residue was dissolved in ethyl acetate and the solution was washed with water and dried (NaSO4). Evaporation of the solvent gave a solid which was chromatographed on silica g... Starting materials: NC1=C(N=C(S1)C1=C(C=C(C=C1F)C(C)(C)O)F)C(=O)N (5-Amino-2-[2,6-difluoro-4-(1-hydroxy-1-methylethyl)phenyl]-1,3-thiazole-4-carboxamide), BrC1=CC=CC(=N1)COCC(C)(O)C (1-[(6-bromopyridin-2-yl)methoxy]-2-methylpropan-2-ol), CC(C)C1=CC(=C(C(=C1)C(C)C)C2=C(C=CC=C2)P(C3CCCCC3)C4CCCCC4)C(C)C (X-PHOS), C([O-])([O-])=O.[K+].[K+] (potassium carbonate). Reagents/catalysts: C=1C=CC(=CC1)/C=C/C(=O)/C=C/C2=CC=CC=C2.C=1C=CC(=CC1)/C=C/C(=O)/C=C/C2=CC=CC=C2.C=1C=CC(=CC1)/C=C/C(=O)/C=C/C2=CC=CC=C2.[Pd].[Pd] (Pd2(dba)3). Reaction conditions: temperature 100 celsius, time 8 hour. The product is FC1=C(C(=CC(=C1)C(C)(C)O)F)C=1SC(=C(N1)C(=O)N)NC1=NC(=CC=C1)COCC(C)(C)O (2-[2,6-Difluoro-4-(1-hydroxy-1-methylethyl)phenyl]-5-({6-[(2-hydroxy-2-methylpropoxy)methyl]pyridin-2-yl}amino)-1,3-thiazole-4-carboxamide). RXN SMILES: [NH2:1][C:2]1[S:6][C:5]([C:7]2[C:12]([F:13])=[CH:11][C:10]([C:14]([OH:17])([CH3:16])[CH3:15])=[CH:9][C:8]=2[F:18])=[N:4][C:3]=1[C:19]([NH2:21])=[O:20].Br[C:23]1[N:28]=[C:27]([CH2:29][O:30][CH2:31][C:32]([CH3:35])([OH:34])[CH3:33])[CH:26]=[CH:25][CH:24]=1.CC(C1C=C(C(C)C)C(C2C=CC=CC=2P(C2CCCCC2)C2CCCCC2)=C(C(C)C)C=1)C.C(=O)([O-])[O-].[K+].[K+]>C1C=CC(/C=C/C(/C=C/C2C=CC=CC=2)=O)=CC=1.C1C=CC(/C=C/C(/C=C/C2C=CC=CC=2)=O)=CC=1.C1C=CC(/C=C/C(/C=C/C2C=CC=CC=2)=O)=CC=1.[Pd].[Pd]>[F:13][C:12]1[CH:11]=[C:10]([C:14]([OH:17])([CH3:16])[CH3:15])[CH:9]=[C:8]([F:18])[C:7]=1[C:5]1[S:6][C:2]([NH:1][C:23]2[CH:24]=[CH:25][CH:26]=[C:27]([CH2:29][O:30][CH2:31][C:32]([OH:34])([CH3:33])[CH3:35])[N:28]=2)=[C:3]([C:19]([NH2:21])=[O:20])[N:4]=1 |f:3.4.5,6.7.8.9.10|. Procedure details: A sealed tube was charged with a stir bar, 5-amino-2-[2,6-difluoro-4-(1-hydroxy-1-methylethyl)phenyl]-1,3-thiazole-4-carboxamide (Example 15, Step 5) (150 mg, 0.48 mmol), 1-[(6-bromopyridin-2-yl)methoxy]-2-methylpropan-2-ol (125 mg, 0.48 mmol), Pd2(dba)3 (44 mg, 0.048 mmol), X-PHOS (114 mg, 0.24 mmol), and potassium carbonate (66 mg, 0.48 mmol) were added. The tube was evacuated and backfilled with argon 3×. Fully degassed tert-amyl alcohol (0.95 ml) was added and the reaction vessel was sealed ... RXN SMILES: [CH:1]([Cl:3])=[CH2:2].[C:4]([O:7][CH:8]=[CH2:9])(=[O:6])[CH3:5].C(OOC(=O)CCCCCCCCCCC)(=O)CCCCCCCCCCC.ClC=C(Cl)Cl>O>[CH:1]([Cl:3])=[CH2:2].[C:4]([O:7][CH:8]=[CH2:9])(=[O:6])[CH3:5] |f:5.6|. Solvent: O (water). Product: C(=C)Cl.C(C)(=O)OC=C (vinyl chloride vinyl acetate). Reaction conditions: temperature 65 celsius. The reactants are C(=C)Cl (vinyl chloride), ClC=C(Cl)Cl (trichloroethylene), C(=C)Cl (vinyl chloride), C(C)(=O)OC=C (vinyl acetate), C(CCCCCCCCCCC)(=O)OOC(CCCCCCCCCCC)=O (dilauroyl peroxide). Procedure: An aqueous slurry of a vinyl chloride/vinyl acetate copolymer was prepared by heating in an autoclave at 65° C. for 18 hours a polymerization system that contained 85 parts of vinyl chloride, 15 parts of vinyl acetate, 185 parts of deionized water, 0.125 part of dilauroyl peroxide, 1.75 parts of gelatin, and 0.69 part of trichloroethylene. The slurry was heated under vacuum at a temperature below 65° C. to reduce its vinyl chloride content to less than 5000 ppm. Reactants: C1CCNC1, O=C1CCN(Cc2ccccc2)CC1, Cc1ccccc1. The product is C1=C(N2CCCC2)CCN(Cc2ccccc2)C1. Reaction SMILES: [CH2:1]1[CH2:2][CH2:3][NH:4][CH2:5]1.[CH2:6]([c:7]1[cH:8][cH:9][cH:10][cH:11][cH:12]1)[N:13]1[CH2:14][CH2:15][C:16](=[O:19])[CH2:17][CH2:18]1.[CH3:20][c:21]1[cH:22][cH:23][cH:24][cH:25][cH:26]1>>[CH2:1]1[CH2:2][CH2:3][N:4]([C:16]2=[CH:15][CH2:14][N:13]([CH2:6][c:7]3[cH:8][cH:9][cH:10][cH:11][cH:12]3)[CH2:18][CH2:17]2)[CH2:5]1. Starting materials: C1CCOC1, Nc1nc2ccc(CO)cc2s1, O=[Mn]=O. The product is Nc1nc2ccc(C=O)cc2s1. As a reaction SMILES: [CH2:13]1[O:14][CH2:15][CH2:16][CH2:17]1.[NH2:1][c:2]1[s:3][c:4]2[c:5]([n:6]1)[cH:7][cH:8][c:9]([CH2:11][OH:12])[cH:10]2.[O:18]=[Mn:19]=[O:20]>>[NH2:1][c:2]1[s:3][c:4]2[c:5]([n:6]1)[cH:7][cH:8][c:9]([CH:11]=[O:12])[cH:10]2.